Dataset: the Open Reaction Database (ORD), a public repository of structured organic reaction records. Task: describe an organic reaction: reactants, conditions, products, and yield Starting materials: C(C)OC(C(CC)CC1=CC=C(C=C1)[N+](=O)[O-])=O (2-(p-nitrobenzyl)-butyric acid ethyl ester), [H][H] (hydrogen). Reagents/catalysts: [Pd] (Pd/C). Solvent: C(C)(=O)OCC (ethyl acetate). Yields the product C(C)OC(C(CC)CC1=CC=C(C=C1)N)=O (2-(p-aminobenzyl)-butyric acid ethyl ester). As a reaction SMILES: [CH2:1]([O:3][C:4](=[O:18])[CH:5]([CH2:8][C:9]1[CH:14]=[CH:13][C:12]([N+:15]([O-])=O)=[CH:11][CH:10]=1)[CH2:6][CH3:7])[CH3:2].[H][H]>C(OCC)(=O)C.[Pd]>[CH2:1]([O:3][C:4](=[O:18])[CH:5]([CH2:8][C:9]1[CH:10]=[CH:11][C:12]([NH2:15])=[CH:13][CH:14]=1)[CH2:6][CH3:7])[CH3:2]. Procedure details: 28 g of 2-(p-nitrobenzyl)-butyric acid ethyl ester are dissolved in 200 ml ethyl acetate. The solution is added with 1 g of 10% Pd/C and hydrogenated in a Parr apparatus until complete absorption of hydrogen. After filtering and evaporation from solvent about 25 g of product are obtained as a sufficiently pure oil for the successive reactions. Starting materials: B (boron hydride), CN1C(OC=2C1=NC=C(C2)C=C)=O (3-methyl-6-vinyloxazolo[4,5-b]pyridin-2(3H)-one), [OH-].[Na+] (sodium hydroxide), CC(=C)C(C)C (2,3-dimethyl-1-butene), C(C)(C)(C(C)C)B (thexylborane). Solvent: O1CCCC1 (tetrahydrofuran), O (water). Conditions: temperature 0 celsius. The product is OCCC=1C=C2C(=NC1)N(C(O2)=O)C (6-(2-hydroxyethyl)-3-methyloxazolo[4,5-b]pyridin-2(3H)-one). The yield is 78.0%. As a reaction SMILES: B.CC(C(C)C)=C.[CH3:8][N:9]1[C:13]2=[N:14][CH:15]=[C:16]([CH:18]=[CH2:19])[CH:17]=[C:12]2[O:11][C:10]1=[O:20].C(B)(C(C)C)(C)C.[OH-:28].[Na+]>O1CCCC1.O>[OH:28][CH2:19][CH2:18][C:16]1[CH:17]=[C:12]2[O:11][C:10](=[O:20])[N:9]([CH3:8])[C:13]2=[N:14][CH:15]=1 |f:4.5|. Procedure: A solution of boron hydride (1M in tetrahydrofuran) (5 ml, 5 mmol) is cooled using a salt/ice bath, and then 2,3-dimethyl-1-butene (0.6 ml, 5 mmol) are slowly added. The temperature of the solution is increased to 0° C. and stirring is maintained for a further 2 hours at that temperature. 3-methyl-6-vinyloxazolo[4,5-b]pyridin-2(3H)-one (1.14 mg, 5 mmol) dissolved in tetrahydrofuran (20 ml) is added to the previously prepared solution of thexylborane. The whole is stirred at 0° C. for 2 hours, th... Reactants: ClCCl, COCN1c2cc(CCl)ccc2Sc2nccnc21, [Na+], O=C(O)C(F)(F)F, O=C([O-])O. The product is ClCc1ccc2c(c1)Nc1nccnc1S2. RXN SMILES: [CH2:32]([Cl:33])[Cl:34].[Cl:1][CH2:2][c:3]1[cH:4][cH:5][c:6]2[c:7]([cH:19]1)[N:8]([CH2:16][O:17][CH3:18])[c:9]1[c:10]([n:12][cH:13][cH:14][n:15]1)[S:11]2.[Na+:27].[OH:20][C:21]([C:22]([F:23])([F:24])[F:25])=[O:26].[OH:28][C:29](=[O:30])[O-:31]>>[Cl:1][CH2:2][c:3]1[cH:4][cH:5][c:6]2[c:7]([cH:19]1)[NH:8][c:9]1[c:10]([n:12][cH:13][cH:14][n:15]1)[S:11]2. As a reaction SMILES: [CH2:20]1[O:21][CH2:22][CH2:23][CH2:24]1.[CH3:16][N:17]=[C:18]=[O:19].[F:1][c:2]1[cH:3][cH:4][c:5]([CH2:6][N:7]2[C:8](=[O:13])[CH2:9][NH:10][CH2:11][CH2:12]2)[cH:14][cH:15]1>>[F:1][c:2]1[cH:3][cH:4][c:5]([CH2:6][N:7]2[C:8](=[O:13])[CH2:9][N:10]([C:18]([NH:17][CH3:16])=[O:19])[CH2:11][CH2:12]2)[cH:14][cH:15]1. Starting materials: C1CCOC1, CN=C=O, O=C1CNCCN1Cc1ccc(F)cc1. The product is CNC(=O)N1CCN(Cc2ccc(F)cc2)C(=O)C1. Reactants: Cc1ccccc1, O=CO, Fc1ccc(C2CCC3(CC2)OCCO3)cc1F. Yields the product O=C1CCC(c2ccc(F)c(F)c2)CC1. Reaction SMILES: [CH3:19][c:20]1[cH:21][cH:22][cH:23][cH:24][cH:25]1.[CH:26]([OH:27])=[O:28].[F:1][c:2]1[cH:3][c:4]([CH:9]2[CH2:10][CH2:11][C:12]3([O:13][CH2:16][CH2:15][O:14]3)[CH2:17][CH2:18]2)[cH:5][cH:6][c:7]1[F:8]>>[F:1][c:2]1[cH:3][c:4]([CH:9]2[CH2:10][CH2:11][C:12](=[O:13])[CH2:17][CH2:18]2)[cH:5][cH:6][c:7]1[F:8]. The reactants are BrB(Br)Br, COc1ccc(CCCSc2ncccc2C(=O)NCC2CC3CCC2C3)cc1, ClCCl. Product: O=C(NCC1CC2CCC1C2)c1cccnc1SCCCc1ccc(O)cc1. Reaction SMILES: [B:30]([Br:31])([Br:32])[Br:33].[CH:1]12[CH2:2][CH2:3][CH:4]([CH:5]([CH2:7][NH:8][C:9](=[O:10])[c:11]3[c:12]([S:17][CH2:18][CH2:19][CH2:20][c:21]4[cH:22][cH:23][c:24]([O:27][CH3:28])[cH:25][cH:26]4)[n:13][cH:14][cH:15][cH:16]3)[CH2:6]1)[CH2:29]2.[Cl:34][CH2:35][Cl:36]>>[CH:1]12[CH2:2][CH2:3][CH:4]([CH:5]([CH2:7][NH:8][C:9](=[O:10])[c:11]3[c:12]([S:17][CH2:18][CH2:19][CH2:20][c:21]4[cH:22][cH:23][c:24]([OH:27])[cH:25][cH:26]4)[n:13][cH:14][cH:15][cH:16]3)[CH2:6]1)[CH2:29]2.